Dataset: the Open Reaction Database (ORD), a public repository of structured organic reaction records. Task: describe an organic reaction: reactants, conditions, products, and yield The reactants are FC(C=1SC=C(N1)C(CBr)=O)(F)F (2-trifluoromethyl-4-bromoacetyl-thiazole), OCCNC(CC1=CC=C(C=C1)OCC(=O)OC)C (N-(2-hydroxyethyl)- 2-(4-carbomethoxymethoxyphenyl)-1-methylethylamine), [BH4-].[Na+] (sodium borohydride). Conditions: time 3 hour. Product: C(=O)(OC)COC1=CC=C(C=C1)CC(C)N(CC(C=1N=C(SC1)C(F)(F)F)O)CCO (N-[2-(4-Carbomethoxymethoxyphenyl)-1-methylethyl]-N-(2-hydroxyethyl)-2-hydroxy-2-(2-trifluoromethyl-thiazol-4-yl)ethanamine). Reaction SMILES: [F:1][C:2]([F:13])([F:12])[C:3]1[S:4][CH:5]=[C:6]([C:8](=[O:11])[CH2:9]Br)[N:7]=1.[OH:14][CH2:15][CH2:16][NH:17][CH:18]([CH3:32])[CH2:19][C:20]1[CH:25]=[CH:24][C:23]([O:26][CH2:27][C:28]([O:30][CH3:31])=[O:29])=[CH:22][CH:21]=1.[BH4-].[Na+]>>[C:28]([CH2:27][O:26][C:23]1[CH:24]=[CH:25][C:20]([CH2:19][CH:18]([N:17]([CH2:16][CH2:15][OH:14])[CH2:9][CH:8]([OH:11])[C:6]2[N:7]=[C:3]([C:2]([F:13])([F:12])[F:1])[S:4][CH:5]=2)[CH3:32])=[CH:21][CH:22]=1)([O:30][CH3:31])=[O:29] |f:2.3|. Procedure: Prepared analogously to Example 3 by reaction of 2-trifluoromethyl-4-bromoacetyl-thiazole and N-(2-hydroxyethyl)- 2-(4-carbomethoxymethoxyphenyl)-1-methylethylamine. Before the reduction with sodium borohydride, the mixture is heated to boiling for 3 hours to complete the reaction. The base is then purified on a silica gel column using ethyl acetate as mobile phase.